From a dataset of the Open Reaction Database (ORD), a public repository of structured organic reaction records. describe an organic reaction: reactants, conditions, products, and yield Starting materials: FC1=CC=C(C=C1)C(CCN(CCCCN)C)C1=NC=CC=C1 (N-[3-(4-fluorophenyl)-3-(2-pyridyl)propyl]-N-methyl-1,4-butanediamine), C(=O)(N1C=NC=C1)N1C=NC=C1 (1,1'-carbonyldiimidazole), N(C(=N)N)C=1SC=C(N1)CSCCN (2-[[(2-guanidino-4-thiazolyl)methyl]thio]ethaneamine). The solvent is C(C)(=O)OCC.CO (ethyl acetate methanol). The product is FC1=CC=C(C=C1)C(CCN(C)CCCCNC(=O)NCCSCC=1N=C(SC1)NC(=N)N)C1=NC=CC=C1 (N-[4-[N-[3-(4-fluorophenyl)-3-(2-pyridyl)propyl]-N-methylamino]butyl]-N'-[2-[[(2-guanidino-4-thiazolyl)methyl]thio]ethyl]urea). RXN SMILES: [F:1][C:2]1[CH:7]=[CH:6][C:5]([CH:8]([C:18]2[CH:23]=[CH:22][CH:21]=[CH:20][N:19]=2)[CH2:9][CH2:10][N:11]([CH3:17])[CH2:12][CH2:13][CH2:14][CH2:15][NH2:16])=[CH:4][CH:3]=1.[C:24](N1C=CN=C1)(N1C=CN=C1)=[O:25].[NH:36]([C:40]1[S:41][CH:42]=[C:43]([CH2:45][S:46][CH2:47][CH2:48][NH2:49])[N:44]=1)[C:37]([NH2:39])=[NH:38]>C(OCC)(=O)C.CO>[F:1][C:2]1[CH:3]=[CH:4][C:5]([CH:8]([C:18]2[CH:23]=[CH:22][CH:21]=[CH:20][N:19]=2)[CH2:9][CH2:10][N:11]([CH2:12][CH2:13][CH2:14][CH2:15][NH:16][C:24]([NH:49][CH2:48][CH2:47][S:46][CH2:45][C:43]2[N:44]=[C:40]([NH:36][C:37]([NH2:39])=[NH:38])[S:41][CH:42]=2)=[O:25])[CH3:17])=[CH:6][CH:7]=1 |f:3.4|. Reported procedure: Preparation is effected analogously to Example 63, using 0.95 g (3.5 mmol) of N-[3-(4-fluorophenyl)-3-(2-pyridyl)propyl]-N-methyl-1,4-butanediamine, an equimolar amount of 1,1'-carbonyldiimidazole and 0.82 g (3.5 mmol) of 2-[[(2-guanidino-4-thiazolyl)methyl]thio]ethaneamine as starting materials. Working up by chromatography (eluant: ethyl acetate/methanol 9+1) analogously to Example 63 yields the purified title compound in the form of a dry foam; MS (+FAB method): m/z (rel. int.[%])=573 ([M+H]+... Reactants: compound [ 4-6 ], CC=1C=C(CCl)C=CC1 (3-methylbenzyl chloride), C(C1=CC=CC=C1)N1C=CC2=CC=C(C=C12)CC(=O)O (2-(1-benzyl-1H-indole-6-yl)acetic acid). Yields the product CC=1C=C(CN2C=CC3=CC=C(C=C23)CC(=O)O)C=CC1 (2-[1-(3-methylbenzyl)-1H-indole-6-yl]acetic acid), C(C1=CC=CC=C1)N1C=CC2=CC=C(C=C12)CC(=O)O (2-(1-benzyl-1H-indole-6-yl)acetic acid). RXN SMILES: [CH3:1][C:2]1[CH:3]=[C:4]([CH:7]=[CH:8][CH:9]=1)[CH2:5]Cl.[CH2:10]([N:17]1[C:25]2[C:20](=[CH:21][CH:22]=[C:23]([CH2:26][C:27]([OH:29])=[O:28])[CH:24]=2)[CH:19]=[CH:18]1)[C:11]1[CH:16]=[CH:15][CH:14]=[CH:13][CH:12]=1>>[CH3:1][C:2]1[CH:3]=[C:4]([CH:7]=[CH:8][CH:9]=1)[CH2:5][N:17]1[C:25]2[C:20](=[CH:21][CH:22]=[C:23]([CH2:26][C:27]([OH:29])=[O:28])[CH:24]=2)[CH:19]=[CH:18]1.[CH2:10]([N:17]1[C:25]2[C:20](=[CH:21][CH:22]=[C:23]([CH2:26][C:27]([OH:29])=[O:28])[CH:24]=2)[CH:19]=[CH:18]1)[C:11]1[CH:12]=[CH:13][CH:14]=[CH:15][CH:16]=1. Procedure: The titled compound (43 mg) as a reddish brown solid was prepared from the compound [4-6] obtained in the process (6) of Example 4 (100 mg) and 3-methylbenzyl chloride according to the method of the process (7) of Example 4. Reactants: COC(C(CC(=C)C)C1=CC(=CC(=C1)OCC1=CC=CC=C1)OCC1=CC=CC=C1)=O (2-(3,5-bis-benzyloxyphenyl)-4-methyl-pent-4-enoic acid methyl ester), [OH-].[Na+] (NaOH). Reagents/catalysts: [Pd] (Pd/C). The solvent is CO (MeOH). Run at time 2 hour. Yields the product COC(C(CC(C)C)C1=CC(=CC(=C1)O)O)=O (2-(3,5-Dihydroxy-phenyl)-4-methyl-pentanoic acid methyl ester). Isolated yield 90.5%. Reaction SMILES: [CH3:1][O:2][C:3](=[O:31])[CH:4]([C:9]1[CH:14]=[C:13]([O:15]CC2C=CC=CC=2)[CH:12]=[C:11]([O:23]CC2C=CC=CC=2)[CH:10]=1)[CH2:5][C:6]([CH3:8])=[CH2:7].[OH-].[Na+]>CO.[Pd]>[CH3:1][O:2][C:3](=[O:31])[CH:4]([C:9]1[CH:14]=[C:13]([OH:15])[CH:12]=[C:11]([OH:23])[CH:10]=1)[CH2:5][CH:6]([CH3:8])[CH3:7] |f:1.2|. Procedure: 10% Pd/C (Aldrich cat no 205699, 214 mg) was added to a stirred solution of 2-(3,5-bis-benzyloxyphenyl)-4-methyl-pent-4-enoic acid methyl ester (2.14 g, 5.1 mmol) and NaOH (225 mg, 5.6 mmol) in MeOH (30 mL) at room temperature. Stirring was continued for 2 h under H2 (1 atm.) then the mixture was filtered through Celite, concentrated in vacuo, suspended in water (15 mL) and adjusted to pH 2 with 1M HCl. The mixture was extracted with DCM (3×60 mL); the combined organic layer washed with brine (2... Reactants: CC1=NC(=CC=C1)C (2,6-dimethylpyridine), ClC(C1=C(C=CC=C1Cl)Cl)=NO (alpha-chloro-2,6-dichlorobenzaldoxime), ClCCCS(=O)(=O)Cl (3-chloropropylsulfonyl chloride). Solvent: C1=CC=CC=C1 (benzene). Run at temperature 25 celsius, time 2 hour. The product is ClCCCON=C(C1=C(C=CC=C1Cl)Cl)Cl (O-(3-chloropropyl)-alpha-chloro-2,6-dichlorobenzaldoxime). The yield is 47.6%. As a reaction SMILES: CC1C=CC=C(C)N=1.[Cl:9][C:10](=[N:19][OH:20])[C:11]1[C:16]([Cl:17])=[CH:15][CH:14]=[CH:13][C:12]=1[Cl:18].[Cl:21][CH2:22][CH2:23][CH2:24]S(Cl)(=O)=O>C1C=CC=CC=1>[Cl:21][CH2:22][CH2:23][CH2:24][O:20][N:19]=[C:10]([Cl:9])[C:11]1[C:12]([Cl:18])=[CH:13][CH:14]=[CH:15][C:16]=1[Cl:17]. Procedure: A 3.6 g (0.034 mol) sample of 2,6-dimethylpyridine was added dropwise to a cooled solution (ice bath) of 7.4 g (0.033 mol) alpha-chloro-2,6-dichlorobenzaldoxime and 5.9 g (0.03 mol) 3-chloropropylsulfonyl chloride in 75 ml benzene. The reaction mixture was allowed to warm to 25° C., stirred for 2 hours (a red solid formed) and allowed to stand overnight. The reaction mixture was evaporated under reduced pressure and the residue was chromatographed through a silica gel column with dichloromethane... The reactants are CCCCOCCOc1ccc(-c2ccc3c(c2)C=C(C(=O)Nc2ccc(SCc4nncc(C)n4)cc2)CCN3CC(C)C)cc1, ClCCl, [Na+], [Na+], O=C(OO)c1cccc(Cl)c1, O=S([O-])([O-])=S. Yields the product CCCCOCCOc1ccc(-c2ccc3c(c2)C=C(C(=O)Nc2ccc(S(=O)Cc4nncc(C)n4)cc2)CCN3CC(C)C)cc1. Reaction SMILES: [CH2:1]([CH2:2][CH2:3][CH3:4])[O:5][CH2:6][CH2:7][O:8][c:9]1[cH:10][cH:11][c:12](-[c:15]2[cH:16][cH:17][c:18]3[c:19]([cH:47]2)[CH:20]=[C:21]([C:29](=[O:30])[NH:31][c:32]2[cH:33][cH:34][c:35]([S:38][CH2:39][c:40]4[n:41][n:42][cH:43][c:44]([CH3:46])[n:45]4)[cH:36][cH:37]2)[CH2:22][CH2:23][N:24]3[CH2:25][CH:26]([CH3:27])[CH3:28])[cH:13][cH:14]1.[Cl:66][CH2:67][Cl:68].[Na+:64].[Na+:65].[OH:48][O:49][C:50]([c:51]1[cH:52][c:53]([Cl:54])[cH:55][cH:56][cH:57]1)=[O:58].[S:59]([O-:60])([O-:61])(=[O:62])=[S:63]>>[CH2:1]([CH2:2][CH2:3][CH3:4])[O:5][CH2:6][CH2:7][O:8][c:9]1[cH:10][cH:11][c:12](-[c:15]2[cH:16][cH:17][c:18]3[c:19]([cH:47]2)[CH:20]=[C:21]([C:29](=[O:30])[NH:31][c:32]2[cH:33][cH:34][c:35]([S:38]([CH2:39][c:40]4[n:41][n:42][cH:43][c:44]([CH3:46])[n:45]4)=[O:48])[cH:36][cH:37]2)[CH2:22][CH2:23][N:24]3[CH2:25][CH:26]([CH3:27])[CH3:28])[cH:13][cH:14]1.